From a dataset of the Open Reaction Database (ORD), a public repository of structured organic reaction records. describe an organic reaction: reactants, conditions, products, and yield The reactants are BrCC1=C(C(=CC=C1)C1=CC=CC=C1)C(=O)OC (methyl bromomethyl-(1,1'-biphenyl-)-2-carboxylate), C(CCC)C=1NC2=C(N1)SC=C2 (2-butyl-thieno-(2,3-d)-imidazole), O1CCCC1 (tetrahydrofuran), [H][H] (hydrogen), [H-].[Na+] (sodium hydride). Reaction conditions: time 10 minute. Yields the product C(CCC)C1=NC2=C(N1CC1=CC=C(C=C1)C=1C(=CC=CC1)C(=O)OC)SC=C2 (Methyl 4'-[(2-butyl-3H-thieno-(2,3-d)-imidazol-3-yl)-methyl]-(1,1'-biphenyl)-2-carboxylate). As a reaction SMILES: [CH2:1]([C:5]1[NH:6][C:7]2[CH:12]=[CH:11][S:10][C:8]=2[N:9]=1)[CH2:2][CH2:3][CH3:4].[H-].[Na+].[H][H].BrC[C:19]1[CH:24]=[CH:23][CH:22]=[C:21]([C:25]2[CH:30]=[CH:29][CH:28]=[CH:27][CH:26]=2)[C:20]=1[C:31]([O:33][CH3:34])=[O:32].O1CCC[CH2:36]1>>[CH2:1]([C:5]1[N:9]([CH2:36][C:28]2[CH:27]=[CH:26][C:25]([C:21]3[C:20]([C:31]([O:33][CH3:34])=[O:32])=[CH:19][CH:24]=[CH:23][CH:22]=3)=[CH:30][CH:29]=2)[C:8]2[S:10][CH:11]=[CH:12][C:7]=2[N:6]=1)[CH2:2][CH2:3][CH3:4] |f:1.2|. Reported procedure: 360 mg of the product of step E of Examples 29 and 30 were dissolved at ambient temperature in 7 ml of tetrahydrofuran and 96 mg of sodium hydride at 50% in oil were added in two lots at ambient temperature. After hydrogen had been released, the mixture was stirred for 10 minutes under nitrogen. Then, 610 mg of methyl bromomethyl-(1,1'-biphenyl-)-2-carboxylate (prepared according to EP 0,253,310) were added and the mixture was stirred at ambient temperature for 35 minutes. Then the solvent was e... Starting materials: O=C1N(C(N2C1CN(CC2)C(=O)OC(C)(C)C)=O)[C@H]2[C@@H](C2)C2=CC=CC=C2 (tert-butyl 1,3-dioxo-2-[trans-2-phenylcyclopropyl]hexahydroimidazo[1,5-a]pyrazine-7(1H)-carboxylate), C(=O)(C(F)(F)F)O (TFA). Isolated yield 100.0%. RXN SMILES: [O:1]=[C:2]1[CH:6]2[CH2:7][N:8](C(OC(C)(C)C)=O)[CH2:9][CH2:10][N:5]2[C:4](=[O:18])[N:3]1[C@@H:19]1[CH2:21][C@H:20]1[C:22]1[CH:27]=[CH:26][CH:25]=[CH:24][CH:23]=1.C(O)(C(F)(F)F)=O>C(Cl)Cl>[C:22]1([C@@H:20]2[CH2:21][C@H:19]2[N:3]2[C:2](=[O:1])[CH:6]3[CH2:7][NH:8][CH2:9][CH2:10][N:5]3[C:4]2=[O:18])[CH:27]=[CH:26][CH:25]=[CH:24][CH:23]=1. Solvent: C(Cl)Cl (DCM). The product is C1(=CC=CC=C1)[C@H]1[C@@H](C1)N1C(N2C(CNCC2)C1=O)=O (2-[trans-2-phenylcyclopropyl]tetrahydroimidazo[1,5-a]pyrazine-1,3(2H,5H)-dione). Run at time 8 hour. Reported procedure: A solution of A4 in DCM (0.5 M) was cooled to 0° C. (ice bath) and TFA (9 eq.) was added and the reaction was stirred at RT overnight. The solvent was removed under reduced pressure. The crude material was treated with Et2O (20 mL) and HCl (1N, 12 mL). The two layers were separated, and organic phase washed with water (2×15 mL). To the combined organic extracts was added solid K2CO3 in small portion until pH 9-10. The mixture was extracted with DCM and combined extracts were dried and evaporated... As a reaction SMILES: C(N1C2C(=CC=CC=2)C(O)(CC(=O)C2C=CC=CN=2)C1=O)CCC.[Cl:25][C:26]1[CH:27]=[C:28]2[C:32](=[CH:33][CH:34]=1)[N:31]([CH2:35][CH2:36][CH3:37])[C:30](=[O:38])[C:29]2=[O:39].[NH:40]1[C:48]2[C:43](=[CH:44][CH:45]=[CH:46][CH:47]=2)[C:42]([C:49](=[O:51])[CH3:50])=[CH:41]1>>[NH:40]1[C:48]2[C:43](=[CH:44][CH:45]=[CH:46][CH:47]=2)[C:42]([C:49](=[O:51])[CH2:50][C:29]2([OH:39])[C:28]3[C:32](=[CH:33][CH:34]=[C:26]([Cl:25])[CH:27]=3)[N:31]([CH2:35][CH2:36][CH3:37])[C:30]2=[O:38])=[CH:41]1. Procedure details: This compound was made in a similar manner to 1-butyl-3-hydroxy-3-(2-oxo-2-(pyridin-2-yl)ethyl)indolin-2-one using 5-chloro-1-propylindoline-2,3-dione and commercially available 1-(1H-indol-3-yl)ethanone (purchased from Fisher Scientific). 1H-NMR δ 8.71 (bs, NH) 8.38 (m, 1H), 7.79 (d, 1H), 7.49 (d, 1H), 7.41 (m, 1H), 7.35-7.31 (m, 2H), 7.26 (m, 1H), 6.78 (d, 1H), 5.00 (bs, OH), 3.65 (m, 2H), 3.50 (d, 1H), 3.25 (d, 1H), 1.69 (m, 2H), 0.96 (t, 3H). calculated mass for C21H19ClN2O3, 382.11, observe... Yields the product N1C=C(C2=CC=CC=C12)C(CC1(C(N(C2=CC=C(C=C12)Cl)CCC)=O)O)=O (3-(2-(1H-indol-3-yl)-2-oxoethyl)-5-chloro-3-hydroxy-1-propylindolin-2-one). The reactants are C(CCC)N1C(C(C2=CC=CC=C12)(CC(C1=NC=CC=C1)=O)O)=O (1-butyl-3-hydroxy-3-(2-oxo-2-(pyridin-2-yl)ethyl)indolin-2-one), ClC=1C=C2C(C(N(C2=CC1)CCC)=O)=O (5-chloro-1-propylindoline-2,3-dione), N1C=C(C2=CC=CC=C12)C(C)=O (1-(1H-indol-3-yl)ethanone). Starting materials: C(C)OC1OC(CCC1C(C1=C(C=CC=C1)Cl)OCC)OCC (2,6-diethoxy-3-(α-ethoxy-2-chlorobenzyl)tetrahydropyran), C(C)OC1OC(CCC1C(C1=CC=C(C=C1)OC)OCC)OCC (2,6-diethoxy-3-(α-ethoxy-4-methoxybenzyl)tetrahydropyran). Product: ClC1=C(C=C(C=O)CCC=O)C=CC=C1 (2-(2-chlorobenzylidene)glutaraldehyde). The yield is 57.0%. As a reaction SMILES: C([O:3][CH:4]1[CH:9]([CH:10](OCC)[C:11]2[CH:16]=[CH:15][CH:14]=[CH:13][C:12]=2[Cl:17])[CH2:8][CH2:7][CH:6](OCC)[O:5]1)C.C(OC1C(C(OCC)C2C=CC(OC)=CC=2)CCC(OCC)O1)C>>[Cl:17][C:12]1[CH:13]=[CH:14][CH:15]=[CH:16][C:11]=1[CH:10]=[C:9]([CH2:8][CH2:7][CH:6]=[O:5])[CH:4]=[O:3]. Procedure: Following a procedure analagous to that of Example 1(b) but using respectively 2,6-diethoxy-3-(α-ethoxy-2-chlorobenzyl)tetrahydropyran and 2,6-diethoxy-3-(α-ethoxy-4-methoxybenzyl)tetrahydropyran there was obtained respectively 2-(2-chlorobenzylidene)glutaraldehyde, b.p. 155° C. (0.8 mm), yield: 57%; and 2-(4-methoxybenzylidene)glutaraldehyde, b.p. 175° C. (1.0 mm), yield 61%. Starting materials: C(C)OC(CC(C1=CC=CC=C1)=O)=O (benzoylacetic acid ethyl ester), NC1=CC(=NO1)C (5-amino-3-methylisoxazole). The solvent is O (water). Yields the product CC1=NOC=2N=C(C=C(C21)O)C2=CC=CC=C2 (3-methyl-6-phenylisoxazolo[5,4-b]pyridin-4-ol). As a reaction SMILES: C(O[C:4](=[O:14])[CH2:5][C:6](=O)[C:7]1[CH:12]=[CH:11][CH:10]=[CH:9][CH:8]=1)C.[NH2:15][C:16]1[O:20][N:19]=[C:18]([CH3:21])[CH:17]=1>O>[CH3:21][C:18]1[C:17]2[C:4]([OH:14])=[CH:5][C:6]([C:7]3[CH:8]=[CH:9][CH:10]=[CH:11][CH:12]=3)=[N:15][C:16]=2[O:20][N:19]=1. Procedure: 19.2 g. of benzoylacetic acid ethyl ester (0.1 mol.) are added dropwise to a stirred mixture of 9.8 g. of 5-amino-3-methylisoxazole (0.1 mol.) and 50 g. of polyphosphorous acid heated to 120°-125°. After the reaction has occurred, which can be recognized by changing of the color to brown, the reaction mixture is heated for an additional half hour at 125°. After the mixture has cooled to room temperature, 250 ml. of water are added in portions and stirring is continued until the compound becomes ... Reactants: CC1=C(C=CC(=C1)[N+](=O)[O-])N=C1SCC(N1)(C)C (2-(2-methyl-4-nitrophenylimino)-4,4-dimethyl-1,3-thiazolidine), CC(CBr)=C (2-methylprop-2-en-1-yl bromide). Yields the product Br.CC1=C(C=CC(=C1)[N+](=O)[O-])N=C1SCC(N1CC(=C)C)(C)C (2-(2-methyl-4-nitrophenylimino)-4,4-dimethyl-3-(2-methylprop-2-en-1-yl)-1,3-thiazolidine HBr salt). RXN SMILES: [CH3:1][C:2]1[CH:7]=[C:6]([N+:8]([O-:10])=[O:9])[CH:5]=[CH:4][C:3]=1[N:11]=[C:12]1[NH:16][C:15]([CH3:18])([CH3:17])[CH2:14][S:13]1.[CH3:19][C:20](=[CH2:23])[CH2:21][Br:22]>>[BrH:22].[CH3:1][C:2]1[CH:7]=[C:6]([N+:8]([O-:10])=[O:9])[CH:5]=[CH:4][C:3]=1[N:11]=[C:12]1[N:16]([CH2:21][C:20]([CH3:23])=[CH2:19])[C:15]([CH3:18])([CH3:17])[CH2:14][S:13]1 |f:2.3|. Procedure details: 1,1-Dimethyl-2-hydroxyamine was converted to 1,1-dimethyl-2-chloroethylammonium chloride according to Method B7a. 2-Methyl-4-nitrophenyl isothiocyanate was reacted with 1,1-dimethyl-2-chloroethylammonium chloride according to Method C1a to give 2-(2-methyl-4-nitrophenylimino)-4,4-dimethyl-1,3-thiazolidine. The thiazolidine was reacted with 2-methylprop-2-en-1-yl bromide according to Method D2g to afford 2-(2-methyl-4-nitrophenylimino)-4,4-dimethyl-3-(2-methylprop-2-en-1-yl)-1,3-thiazolidine HBr ... Reactants: O=C([O-])[O-], CC(C)(C)OC(=O)CCc1ccc(O)cc1C(=O)OCC[Si](C)(C)C, Cc1ccc(S(=O)(=O)OCCc2nc(-c3ccccc3)oc2C)cc1, [Cs+], [Cs+], CN(C)C=O. The product is Cc1oc(-c2ccccc2)nc1CCOc1ccc(CCC(=O)OC(C)(C)C)c(C(=O)OCC[Si](C)(C)C)c1. Reaction SMILES: [C:51](=[O:52])([O-:53])[O-:54].[CH3:1][Si:2]([CH2:3][CH2:4][O:5][C:6]([c:7]1[c:8]([CH2:14][CH2:15][C:16](=[O:17])[O:18][C:19]([CH3:20])([CH3:21])[CH3:22])[cH:9][cH:10][c:11]([OH:13])[cH:12]1)=[O:23])([CH3:24])[CH3:25].[CH3:26][c:27]1[c:28]([CH2:38][CH2:39][O:40][S:41]([c:42]2[cH:43][cH:44][c:45]([CH3:46])[cH:47][cH:48]2)(=[O:49])=[O:50])[n:29][c:30](-[c:32]2[cH:33][cH:34][cH:35][cH:36][cH:37]2)[o:31]1.[Cs+:55].[Cs+:56].[O:57]=[CH:58][N:59]([CH3:60])[CH3:61]>>[CH3:1][Si:2]([CH2:3][CH2:4][O:5][C:6]([c:7]1[c:8]([CH2:14][CH2:15][C:16](=[O:17])[O:18][C:19]([CH3:20])([CH3:21])[CH3:22])[cH:9][cH:10][c:11]([O:13][CH2:39][CH2:38][c:28]2[c:27]([CH3:26])[o:31][c:30](-[c:32]3[cH:33][cH:34][cH:35][cH:36][cH:37]3)[n:29]2)[cH:12]1)=[O:23])([CH3:24])[CH3:25].